The task is: describe an organic reaction: reactants, conditions, products, and yield. This data is from the Open Reaction Database (ORD), a public repository of structured organic reaction records. The reactants are C(C#C)OC1=C(C=C(C(=O)OCC#C)C=C1)OC (2-propynyl 4-(2-propynyloxy)-3-methoxybenzoate), [OH-].[Na+] (sodium hydroxide), Cl (hydrochloric acid). The solvent is CO (methanol). Reaction conditions: temperature 50 celsius, time 2 hour. Yields the product C(C#C)OC1=C(C=C(C(=O)O)C=C1)OC (4-(2-propynyloxy)-3-methoxybenzoic acid). The yield is 107.7%. As a reaction SMILES: [CH2:1]([O:4][C:5]1[CH:16]=[CH:15][C:8]([C:9]([O:11]CC#C)=[O:10])=[CH:7][C:6]=1[O:17][CH3:18])[C:2]#[CH:3].[OH-].[Na+].Cl>CO>[CH2:1]([O:4][C:5]1[CH:16]=[CH:15][C:8]([C:9]([OH:11])=[O:10])=[CH:7][C:6]=1[O:17][CH3:18])[C:2]#[CH:3] |f:1.2|. Reported procedure: To 50 ml of methanol were added 13.2 g of 2-propynyl 4-(2-propynyloxy)-3-methoxybenzoate and 40 ml of 15% aqueous sodium hydroxide solution, and the mixture obtained was stirred at room temperature for 8 hours and at 50° C. for 2 hours. Then, the reaction mixture was added to hydrochloric acid for acidification. Crystals precipitated were collected by filtration and dried to obtain 12.0 g of 4-(2-propynyloxy)-3-methoxybenzoic acid represented by the formula: Reactants: [Br-], [Mg+]C1CCCCC1, Cc1c(C=O)oc2ccc(C#N)cc12, [Cl-], [NH4+], C1CCOC1. Yields the product Cc1c(C(O)C2CCCCC2)oc2ccc(C#N)cc12. RXN SMILES: [Br-:15].[CH:16]1([Mg+:22])[CH2:17][CH2:18][CH2:19][CH2:20][CH2:21]1.[CH:1](=[O:2])[c:3]1[o:4][c:5]2[c:6]([c:7]1[CH3:8])[cH:9][c:10]([C:13]#[N:14])[cH:11][cH:12]2.[Cl-:23].[NH4+:24].[O:25]1[CH2:26][CH2:27][CH2:28][CH2:29]1>>[CH:1]([OH:2])([c:3]1[o:4][c:5]2[c:6]([c:7]1[CH3:8])[cH:9][c:10]([C:13]#[N:14])[cH:11][cH:12]2)[CH:16]1[CH2:17][CH2:18][CH2:19][CH2:20][CH2:21]1. Reported procedure: [(S)-2-Biphenyl-4-yl-1-(2,2-dimethyl-4,6-dioxo-[1,3]dioxan-5-ylmethyl)-ethyl]carbamic acid t-butyl ester (5.0 g, 11 mmol) and K2CO3 (1.8 g, 13.2 mmol) were dissolved in DMF (33.9 mL) and cooled to 0° C. with stirring under nitrogen. Methyl iodide (892 μL) was added and the resulting mixture was stirred at 0° C. for 1 hour. The mixture was allowed to warm to room temperature. Saturated aqueous NaCl (35 mL) and EtOAc (35 mL) were added, and the resulting mixture was stirred for 2 minutes. The laye... Reaction SMILES: [C:1]([O:5][C:6](=[O:33])[NH:7][C@@H:8]([CH2:22][CH:23]1[C:28](=[O:29])[O:27][C:26]([CH3:31])([CH3:30])[O:25][C:24]1=[O:32])[CH2:9][C:10]1[CH:15]=[CH:14][C:13]([C:16]2[CH:21]=[CH:20][CH:19]=[CH:18][CH:17]=2)=[CH:12][CH:11]=1)([CH3:4])([CH3:3])[CH3:2].[C:34]([O-])([O-])=O.[K+].[K+].CI.[Na+].[Cl-]>CN(C=O)C.CCOC(C)=O>[C:1]([O:5][C:6](=[O:33])[NH:7][C@@H:8]([CH2:22][C:23]1([CH3:34])[C:28](=[O:29])[O:27][C:26]([CH3:31])([CH3:30])[O:25][C:24]1=[O:32])[CH2:9][C:10]1[CH:11]=[CH:12][C:13]([C:16]2[CH:21]=[CH:20][CH:19]=[CH:18][CH:17]=2)=[CH:14][CH:15]=1)([CH3:4])([CH3:2])[CH3:3] |f:1.2.3,5.6|. Solvent: CCOC(=O)C (EtOAc), CN(C)C=O (DMF). The reactants are [Na+].[Cl-] (NaCl), C(C)(C)(C)OC(N[C@H](CC1=CC=C(C=C1)C1=CC=CC=C1)CC1C(OC(OC1=O)(C)C)=O)=O ([(S)-2-Biphenyl-4-yl-1-(2,2-dimethyl-4,6-dioxo-[1,3]dioxan-5-ylmethyl)-ethyl]carbamic acid t-butyl ester), C(=O)([O-])[O-].[K+].[K+] (K2CO3), CI (Methyl iodide). Product: C(C)(C)(C)OC(N[C@H](CC1=CC=C(C=C1)C1=CC=CC=C1)CC1(C(OC(OC1=O)(C)C)=O)C)=O ([(R)-2-Biphenyl-4-yl-1-(2,2,5-trimethyl-4,6-dioxo-1,3-dioxinan-5-ylmethyl)ethyl]carbamic Acid t-Butyl Ester). The yield is 75.8%. Run at temperature 0 celsius. Starting materials: FC=1C=CC(=C2CC[C@@H](C12)O)C1=CC(OCC1)=O ((S)-4-(7-fluoro-1-hydroxy-2,3-dihydro-1H-inden-4-yl)-5,6-dihydro-2H-pyran-2-one), OC1=CC2=C([C@@H](CO2)CC(=O)OC)C=C1 ((S)-methyl 2-(6-hydroxy-2,3-dihydrobenzofuran-3-yl)acetate), BrC1=C2CC[C@H](C2=C(C=C1)F)OC1=CC2=C([C@@H](CO2)CC(=O)OC)C=C1 (Methyl 2-((S)-6-((R)-4-bromo-7-fluoro-2,3-dihydro-1H-inden-1-yloxy)-2,3-dihydrobenzofuran-3-yl)acetate). The product is CC1=C(C(=CC(=C1)C=1CCOC(C1)=O)C)C1=C2CC[C@H](C2=C(C=C1)F)OC1=CC2=C([C@@H](CO2)CC(=O)OC)C=C1 (Methyl 2-((S)-6-((R)-4-(2,6-dimethyl-4-(6-oxo-3,6-dihydro-2H-pyran-4-yl)phenyl)-7-fluoro-2,3-dihydro-1H-inden-1-yloxy)-2,3-dihydrobenzofuran-3-yl)acetate). RXN SMILES: F[C:2]1[CH:3]=[CH:4][C:5]([C:12]2[CH2:17][CH2:16][O:15][C:14](=[O:18])[CH:13]=2)=[C:6]2[C:10]=1[C@@H:9](O)CC2.O[C:20]1C=CC2[C@H](CC(OC)=O)COC=2C=1.Br[C:35]1[CH:43]=[CH:42][C:41]([F:44])=[C:40]2[C:36]=1[CH2:37][CH2:38][C@H:39]2[O:45][C:46]1[CH:59]=[CH:58][C:49]2[C@H:50]([CH2:53][C:54]([O:56][CH3:57])=[O:55])[CH2:51][O:52][C:48]=2[CH:47]=1>>[CH3:20][C:3]1[CH:4]=[C:5]([C:12]2[CH2:17][CH2:16][O:15][C:14](=[O:18])[CH:13]=2)[CH:6]=[C:10]([CH3:9])[C:2]=1[C:35]1[CH:43]=[CH:42][C:41]([F:44])=[C:40]2[C:36]=1[CH2:37][CH2:38][C@H:39]2[O:45][C:46]1[CH:59]=[CH:58][C:49]2[C@H:50]([CH2:53][C:54]([O:56][CH3:57])=[O:55])[CH2:51][O:52][C:48]=2[CH:47]=1. Procedure details: The title compound is prepared from (S)-4-(7-fluoro-1-hydroxy-2,3-dihydro-1H-inden-4-yl)-5,6-dihydro-2H-pyran-2-one and (S)-methyl 2-(6-hydroxy-2,3-dihydrobenzofuran-3-yl)acetate following a procedure analogous to that described in Step 3 of Intermediate 1. LC (method 7): tR=1.18 min; Mass spectrum (ESI+): m/z=543 [M+H]+. Starting materials: C=CCC1CCCC(=O)N1, CO. Product: CCCC1CCCC(=O)N1. Reaction SMILES: [CH2:1]([CH:2]=[CH2:3])[CH:4]1[CH2:5][CH2:6][CH2:7][C:8](=[O:10])[NH:9]1.[CH3:11][OH:12]>>[CH2:1]([CH2:2][CH3:3])[CH:4]1[CH2:5][CH2:6][CH2:7][C:8](=[O:10])[NH:9]1. Reactants: CO, [Na+], [OH-], COC(=O)C(CO)NC(=O)c1ccc2[nH]c(=O)[nH]c2c1. Yields the product O=C(NC(CO)C(=O)O)c1ccc2[nH]c(=O)[nH]c2c1. RXN SMILES: [CH3:23][OH:24].[Na+:22].[OH-:21].[OH:1][CH2:2][CH:3]([C:4](=[O:5])[O:6][CH3:7])[NH:8][C:9](=[O:10])[c:11]1[cH:12][c:13]2[c:14]([nH:15][c:16](=[O:18])[nH:17]2)[cH:19][cH:20]1>>[OH:1][CH2:2][CH:3]([C:4](=[O:5])[OH:6])[NH:8][C:9](=[O:10])[c:11]1[cH:12][c:13]2[c:14]([nH:15][c:16](=[O:18])[nH:17]2)[cH:19][cH:20]1.